Dataset: the Open Reaction Database (ORD), a public repository of structured organic reaction records. Task: describe an organic reaction: reactants, conditions, products, and yield Reactants: C1(=CC=CC=C1)N1[Se]C2=C(C1=O)C=CC=C2 (2-phenyl-1,2-benzoisoselenazole-3-(2H)-one), N[C@H](C(C)(C)S)C(=O)O (D-penicillamine). Solvent: CO (methanol), O (water), CN(C=O)C (dimethylformamide), O (water). Product: C1(=CC=CC=C1)NC(=O)C1=C(C=CC=C1)[Se]SC([C@@H](N)C(=O)O)(C)C (S-(2-phenylcarbamoyl-phenylselenyl)-D-penicillamine). RXN SMILES: [C:1]1([N:7]2[C:11](=[O:12])[C:10]3[CH:13]=[CH:14][CH:15]=[CH:16][C:9]=3[Se:8]2)[CH:6]=[CH:5][CH:4]=[CH:3][CH:2]=1.[NH2:17][C@@H:18]([C:23]([OH:25])=[O:24])[C:19]([SH:22])([CH3:21])[CH3:20]>CO.CN(C)C=O.O>[C:1]1([NH:7][C:11]([C:10]2[CH:13]=[CH:14][CH:15]=[CH:16][C:9]=2[Se:8][S:22][C:19]([CH3:21])([CH3:20])[C@H:18]([C:23]([OH:25])=[O:24])[NH2:17])=[O:12])[CH:6]=[CH:5][CH:4]=[CH:3][CH:2]=1. Procedure details: 5 g (18,2 mmol) 2-phenyl-1,2-benzoisoselenazole-3-(2H)-one are dissolved in 250 ml methanol and 30 ml dimethylformamide. A solution of 2,71 g (18,2 mmol) D-penicillamine in 100 ml water is added while stirring. To this clear solution, so much water is added until a slight haze is to be seen. After stirring for 18 hours, the precipitate is filtered and recristallized from ethanol/water (3:2).